From a dataset of the Open Reaction Database (ORD), a public repository of structured organic reaction records. describe an organic reaction: reactants, conditions, products, and yield Reactants: CC1=CC(=NN1C1=CC=C(C=C1)CCO)C(F)(F)F (2-{4-[5-methyl-3-(trifluoromethyl)-1H-pyrazol-1-yl]phenyl} ethanol), BrBr (bromine). Solvent: C(Cl)(Cl)Cl (chloroform). Conditions: time 8 hour. Yields the product BrC=1C(=NN(C1C)C1=CC=C(C=C1)CCO)C(F)(F)F (2-{4-[4-Bromo-5-methyl-3-(trifluoromethyl)-1H-pyrazol-1-yl]phenyl}ethanol). Isolated yield 77.3%. Reaction SMILES: [CH3:1][C:2]1[N:6]([C:7]2[CH:12]=[CH:11][C:10]([CH2:13][CH2:14][OH:15])=[CH:9][CH:8]=2)[N:5]=[C:4]([C:16]([F:19])([F:18])[F:17])[CH:3]=1.[Br:20]Br>C(Cl)(Cl)Cl>[Br:20][C:3]1[C:4]([C:16]([F:17])([F:19])[F:18])=[N:5][N:6]([C:7]2[CH:8]=[CH:9][C:10]([CH2:13][CH2:14][OH:15])=[CH:11][CH:12]=2)[C:2]=1[CH3:1]. Reported procedure: A mixture of 2-{4-[5-methyl-3-(trifluoromethyl)-1H-pyrazol-1-yl]phenyl} ethanol (step 450 mg, 1.67 mmol) and bromine (293 mg, 1.83 mmol) in chloroform (10 mL) was stirred at room temperature overnight. The organic solution was washed with 5% aqueous solution sodium thiosulfate, then with brine, and finally dried (Na2SO4) and evaporated. The crude product was purified by TLC with hexane/ethyl acetate (1:1) to afford 451 mg (77%) of the title compound as yellow solids: MS (EI) m/z 348 [M]+, 1H-NMR... Reactants: [OH-].[Na+] (NaOH), C(#N)COC1=CC(=C(C(=C1)C)C1=C2CC[C@H](C2=C(C=C1)F)OC1=CC2=C([C@@H](CO2)CC(=O)OC)C=C1)C (methyl 2-((S)-6-((R)-4-(4-(cyanomethoxy)-2,6-dimethylphenyl)-7-fluoro-2,3-dihydro-1H-inden-1-yloxy)-2,3-dihydrobenzofuran-3-yl)acetate), CO (methanol). Run at time 12 hour. Yields the product FC=1C=CC(=C2CC[C@H](C12)OC1=CC2=C([C@@H](CO2)CC(=O)O)C=C1)C1=C(C=C(C=C1C)OCC(=O)OC)C (2-((S)-6-((R)-7-Fluoro-4-(4-(2-methoxy-2-oxoethoxy)-2,6-dimethylphenyl)-2,3-dihydro-1H-inden-1-yloxy)-2,3-dihydrobenzofuran-3-yl)acetic acid). Reaction SMILES: [OH-:1].[Na+].[C:3]([CH2:5][O:6][C:7]1[CH:12]=[C:11]([CH3:13])[C:10]([C:14]2[CH:22]=[CH:21][C:20]([F:23])=[C:19]3[C:15]=2[CH2:16][CH2:17][C@H:18]3[O:24][C:25]2[CH:38]=[CH:37][C:28]3[C@H:29]([CH2:32][C:33]([O:35]C)=[O:34])[CH2:30][O:31][C:27]=3[CH:26]=2)=[C:9]([CH3:39])[CH:8]=1)#N.[CH3:40][OH:41]>>[F:23][C:20]1[CH:21]=[CH:22][C:14]([C:10]2[C:9]([CH3:39])=[CH:8][C:7]([O:6][CH2:5][C:3]([O:41][CH3:40])=[O:1])=[CH:12][C:11]=2[CH3:13])=[C:15]2[C:19]=1[C@H:18]([O:24][C:25]1[CH:38]=[CH:37][C:28]3[C@H:29]([CH2:32][C:33]([OH:35])=[O:34])[CH2:30][O:31][C:27]=3[CH:26]=1)[CH2:17][CH2:16]2 |f:0.1|. Procedure details: A 1 M aqueous NaOH solution (400 μL) is added to a solution of methyl 2-((S)-6-((R)-4-(4-(cyanomethoxy)-2,6-dimethylphenyl)-7-fluoro-2,3-dihydro-1H-inden-1-yloxy)-2,3-dihydrobenzofuran-3-yl)acetate (120 mg) in methanol (4 mL). The mixture is stirred for 12 hours at room temperature. Methanol is evaporated off in vacuo and the residue is diluted with water. 1 M hydrochloric acid (400 μL) is added and the aqueous phase is extracted twice with dichloromethane The combined organic phases are dried (... Reactants: ClC1=CC2=C(N=C(S2)N2CCNCC2)C=C1 (6-Chloro-2-piperazin-1-yl-benzothiazole), N1=C(C=CC=C1)S(=O)(=O)NC=1C=C(C(=O)O)C=CC1 (3-(pyridine-2-sulfonamido)benzoic acid). Yields the product ClC1=CC2=C(N=C(S2)N2CCN(CC2)C(=O)C=2C=C(C=CC2)NS(=O)(=O)C2=NC=CC=C2)C=C1 (N-(3-(4-(6-chlorobenzo[d]thiazol-2-yl)piperazine-1-carbonyl)phenyl)-pyridine-2-sulfonamide). RXN SMILES: [Cl:1][C:2]1[CH:16]=[CH:15][C:5]2[N:6]=[C:7]([N:9]3[CH2:14][CH2:13][NH:12][CH2:11][CH2:10]3)[S:8][C:4]=2[CH:3]=1.[N:17]1[CH:22]=[CH:21][CH:20]=[CH:19][C:18]=1[S:23]([NH:26][C:27]1[CH:28]=[C:29]([CH:33]=[CH:34][CH:35]=1)[C:30](O)=[O:31])(=[O:25])=[O:24]>>[Cl:1][C:2]1[CH:16]=[CH:15][C:5]2[N:6]=[C:7]([N:9]3[CH2:14][CH2:13][N:12]([C:30]([C:29]4[CH:28]=[C:27]([NH:26][S:23]([C:18]5[CH:19]=[CH:20][CH:21]=[CH:22][N:17]=5)(=[O:24])=[O:25])[CH:35]=[CH:34][CH:33]=4)=[O:31])[CH2:11][CH2:10]3)[S:8][C:4]=2[CH:3]=1. Procedure details: Compound 11 is prepared using synthesis method 2 using intermediates 3g and 5a (yield: 60%)